Dataset: the Open Reaction Database (ORD), a public repository of structured organic reaction records. Task: describe an organic reaction: reactants, conditions, products, and yield Starting materials: CCCCCCCCCCCCCCCCNc1csc(C(=O)O)c1, CO, [Na+], [Na+], O=C([O-])[O-]. Product: CCCCCCCCCCCCCCCCNc1csc(C(=O)OC)c1. As a reaction SMILES: [CH2:1]([CH2:2][CH2:3][CH2:4][CH2:5][CH2:6][CH2:7][CH2:8][CH2:9][CH2:10][CH2:11][CH2:12][CH2:13][CH2:14][CH2:15][CH3:16])[NH:17][c:18]1[cH:19][c:20]([C:23](=[O:24])[OH:25])[s:21][cH:22]1.[CH3:32][OH:33].[Na+:26].[Na+:27].[O-:28][C:29](=[O:30])[O-:31]>>[CH2:1]([CH2:2][CH2:3][CH2:4][CH2:5][CH2:6][CH2:7][CH2:8][CH2:9][CH2:10][CH2:11][CH2:12][CH2:13][CH2:14][CH2:15][CH3:16])[NH:17][c:18]1[cH:19][c:20]([C:23](=[O:24])[O:25][CH3:29])[s:21][cH:22]1. The reactants are C1(=CC=CC=C1)S(=O)(=O)C(C(C(=CCCC(=CC(CC=C(CCC=C(C(C(C1=C(CCCC1(C)C)C)S(=O)(=O)C1=CC=CC=C1)O)C)C)S(=O)(=O)C1=CC=CC=C1)C)C)O)C1=C(CCCC1(C)C)C (1,9,18-Tris(benzenesulfonyl)-3,7,12,16-tetramethyl-1,18-bis(2,6,6-trimethyl-1-cycl ohexen-1-yl)-3,7,11,15-octadecatetraene-2,17-diol), C(=C)OCC (ethyl vinyl ether), C1(=CC=C(C=C1)S(=O)(=O)[O-])C.[NH+]1=CC=CC=C1 (pyridinium p-toluenesulfonate). The solvent is C(Cl)Cl (CH2Cl2), C(Cl)Cl (CH2Cl2). Reaction conditions: time 20 hour. Product: C(C)OC(C)OC(C)OCC (bis(1-ethoxyethyl)ether). The yield is 240.0%. As a reaction SMILES: C1(S(C(C2C(C)(C)CCCC=2C)C(O)C(C)=CCCC(C)=CC(S(C2C=CC=CC=2)(=O)=O)CC=C(C)CCC=C(C)[CH:26]([OH:46])[CH:27](S(C2C=CC=CC=2)(=O)=O)C2C(C)(C)CCCC=2C)(=O)=O)C=CC=CC=1.[CH:70]([O:72][CH2:73][CH3:74])=[CH2:71].C1(C)C=CC(S([O-])(=O)=[O:82])=CC=1.[NH+]1[CH:91]=[CH:90]C=CC=1>C(Cl)Cl>[CH2:70]([O:72][CH:73]([O:82][CH:90]([O:46][CH2:26][CH3:27])[CH3:91])[CH3:74])[CH3:71] |f:2.3|. Reported procedure: To a stirred solution of the C40 diol compound (O) (0.12 g, 0.13 mmol) in CH2Cl2 (5 mL) at 0° C. were added ethyl vinyl ether (0.71 mL, 0.73 mmol) and pyridinium p-toluenesulfonate (10 mg, 0.05 mmol). The mixture was stirred at room temperature for 20 h. The mixture was then diluted with CH2Cl2 (20 mL), washed with saturated NaHCO3 (10 mL×3), dried over anhydrous K2CO3, filtered, and concentrated under reduced pressure. The crude product was purified by silica gel (deactivated by Et3N) column ch...